The task is: describe an organic reaction: reactants, conditions, products, and yield. This data is from the Open Reaction Database (ORD), a public repository of structured organic reaction records. Starting materials: O=C([O-])[O-], C1CCOC1, CCOC(C)=O, COCCN, O=[N+]([O-])c1ccccc1F, [K+], [K+]. Product: COCCNc1ccccc1[N+](=O)[O-]. RXN SMILES: [C:1](=[O:2])([O-:3])[O-:4].[CH2:22]1[O:23][CH2:24][CH2:25][CH2:26]1.[CH3:27][CH2:28][O:29][C:30](=[O:31])[CH3:32].[CH3:7][O:8][CH2:9][CH2:10][NH2:11].[F:12][c:13]1[c:14]([N+:19](=[O:20])[O-:21])[cH:15][cH:16][cH:17][cH:18]1.[K+:5].[K+:6]>>[CH3:7][O:8][CH2:9][CH2:10][NH:11][c:13]1[c:14]([N+:19](=[O:20])[O-:21])[cH:15][cH:16][cH:17][cH:18]1. Reactants: CCOC(=O)c1c(-n2cncn2)nc(-c2ccccc2)c([N+](=O)[O-])c1C(=O)OCC, CCOC(C)=O, [H][H]. Product: CCOC(=O)c1c(-n2cncn2)nc(-c2ccccc2)c(N)c1C(=O)OCC. Reaction SMILES: [CH2:1]([CH3:2])[O:3][C:4](=[O:5])[c:6]1[c:7](-[n:26]2[n:27][cH:28][n:29][cH:30]2)[n:8][c:9](-[c:20]2[cH:21][cH:22][cH:23][cH:24][cH:25]2)[c:10]([N+:17]([O-:18])=[O:19])[c:11]1[C:12](=[O:13])[O:14][CH2:15][CH3:16].[CH3:33][CH2:34][O:35][C:36](=[O:37])[CH3:38].[H:31][H:32]>>[CH2:1]([CH3:2])[O:3][C:4](=[O:5])[c:6]1[c:7](-[n:26]2[n:27][cH:28][n:29][cH:30]2)[n:8][c:9](-[c:20]2[cH:21][cH:22][cH:23][cH:24][cH:25]2)[c:10]([NH2:17])[c:11]1[C:12](=[O:13])[O:14][CH2:15][CH3:16]. The reactants are ClC=1C=2N(C3=CC=CC=C3N1)C(=NN2)CC (4-chloro-1-ethyl [1,2,4]triazolo[4,3-a]quinoxaline), C1(CCCC1)N (cyclopentanamine), C1(CCC1)N (cyclobutyl amine), ClC=1C=2N(C3=CC=CC=C3N1)C(=NN2)C (4-chloro-1-methyl[1,2,4]triazolo[4,3-a]quinoxaline). The product is C1(CCC1)NC=1C=2N(C3=CC=CC=C3N1)C(=NN2)CC (N-Cyclobutyl-1-ethyl[1,2,4]triazolo[4,3-a]quinoxalin-4-amine). RXN SMILES: Cl[C:2]1[C:3]2[N:4]([C:12]([CH2:15][CH3:16])=[N:13][N:14]=2)[C:5]2[C:10]([N:11]=1)=[CH:9][CH:8]=[CH:7][CH:6]=2.[CH:17]1([NH2:21])[CH2:20][CH2:19][CH2:18]1.ClC1C2N(C(C)=NN=2)C2C(N=1)=CC=CC=2.C1(N)CCCC1>>[CH:17]1([NH:21][C:2]2[C:3]3[N:4]([C:12]([CH2:15][CH3:16])=[N:13][N:14]=3)[C:5]3[C:10]([N:11]=2)=[CH:9][CH:8]=[CH:7][CH:6]=3)[CH2:20][CH2:19][CH2:18]1. Reported procedure: The title compound was prepared essentially as described in Example 2 substituting 4-chloro-1-ethyl [1,2,4]triazolo[4,3-a]quinoxaline and cyclobutyl amine for 4-chloro-1-methyl[1,2,4]triazolo[4,3-a]quinoxaline and cyclopentanamine respectively; mp 215°-217° C. Starting materials: CO, CC(C)(C)OC(=O)N1C(=O)OC(c2ccc(F)cc2)C1Cc1cccc(S(=O)(=O)C(F)(F)F)c1, [Na+], [OH-], O. The product is CC(C)(C)OC(=O)NC(Cc1cccc(S(=O)(=O)C(F)(F)F)c1)C(O)c1ccc(F)cc1. As a reaction SMILES: [CH3:38][OH:39].[F:1][c:2]1[cH:3][cH:4][c:5]([CH:8]2[CH:9]([CH2:21][c:22]3[cH:23][c:24]([S:28](=[O:29])(=[O:30])[C:31]([F:32])([F:33])[F:34])[cH:25][cH:26][cH:27]3)[N:10]([C:14](=[O:15])[O:16][C:17]([CH3:18])([CH3:19])[CH3:20])[C:11](=[O:13])[O:12]2)[cH:6][cH:7]1.[Na+:36].[OH-:35].[OH2:37]>>[F:1][c:2]1[cH:3][cH:4][c:5]([CH:8]([CH:9]([NH:10][C:14](=[O:15])[O:16][C:17]([CH3:18])([CH3:19])[CH3:20])[CH2:21][c:22]2[cH:23][c:24]([S:28](=[O:29])(=[O:30])[C:31]([F:32])([F:33])[F:34])[cH:25][cH:26][cH:27]2)[OH:12])[cH:6][cH:7]1.